This data is from the Open Reaction Database (ORD), a public repository of structured organic reaction records. The task is: describe an organic reaction: reactants, conditions, products, and yield The reactants are C1(CC1)C1=NC(=NO1)C1=CC=C(CNCCC2=CC=C(OC(C(=O)OCC)(C)C)C=C2)C=C1 (ethyl 2-[4-(2-{[4-(5-cyclopropyl-1,2,4-oxadiazol-3-yl)benzyl]amino}ethyl)phenoxy]-2-methylpropanoate), ClC=1OC2=C(N1)C=CC=C2 (2-chlorobenzoxazole). Product: O1C(=NC2=C1C=CC=C2)N(CCC2=CC=C(OC(C(=O)O)(C)C)C=C2)CC2=CC=C(C=C2)C2=NOC(=N2)C2CC2 (2-[4-(2-{1,3-Benzoxazol-2-yl[4-(5-cyclopropyl-1,2,4-oxadiazol-3-yl)benzyl]amino}ethyl)phenoxy]-2-methylpropanoic acid). RXN SMILES: [CH:1]1([C:4]2[O:8][N:7]=[C:6]([C:9]3[CH:33]=[CH:32][C:12]([CH2:13][NH:14][CH2:15][CH2:16][C:17]4[CH:31]=[CH:30][C:20]([O:21][C:22]([CH3:29])([CH3:28])[C:23]([O:25]CC)=[O:24])=[CH:19][CH:18]=4)=[CH:11][CH:10]=3)[N:5]=2)[CH2:3][CH2:2]1.Cl[C:35]1[O:36][C:37]2[CH:43]=[CH:42][CH:41]=[CH:40][C:38]=2[N:39]=1>>[O:36]1[C:37]2[CH:43]=[CH:42][CH:41]=[CH:40][C:38]=2[N:39]=[C:35]1[N:14]([CH2:13][C:12]1[CH:11]=[CH:10][C:9]([C:6]2[N:5]=[C:4]([CH:1]3[CH2:2][CH2:3]3)[O:8][N:7]=2)=[CH:33][CH:32]=1)[CH2:15][CH2:16][C:17]1[CH:18]=[CH:19][C:20]([O:21][C:22]([CH3:29])([CH3:28])[C:23]([OH:25])=[O:24])=[CH:30][CH:31]=1. Procedure: Similarly prepared from ethyl 2-[4-(2-{[4-(5-cyclopropyl-1,2,4-oxadiazol-3-yl)benzyl]amino}ethyl)phenoxy]-2-methylpropanoate and 2-chlorobenzoxazole. Reactants: C(C)(=O)C=1C=C2CC(NC2=CC1)=O (5-acetyl-2-indolinone), C(C)(=O)OC(C)=O (acetic anhydride). Yields the product C(C)(=O)N1C(CC2=CC(=CC=C12)C(C)=O)=O (1.5-diacetyl-2-indolinone). As a reaction SMILES: [C:1]([C:4]1[CH:5]=[C:6]2[C:10](=[CH:11][CH:12]=1)[NH:9][C:8](=[O:13])[CH2:7]2)(=[O:3])[CH3:2].[C:14](OC(=O)C)(=[O:16])[CH3:15]>>[C:14]([N:9]1[C:10]2[C:6](=[CH:5][C:4]([C:1](=[O:3])[CH3:2])=[CH:12][CH:11]=2)[CH2:7][C:8]1=[O:13])(=[O:16])[CH3:15]. Procedure details: 48.9 g (0.279 mol) 5-acetyl-2-indolinone are stirred in 400 ml acetic anhydride in an oil bath at 140° C. for 2 h. During this time the starting material dissolves. Then the reaction mixture is left to cool, evaporated down, the precipitate is removed by suction filtering, washed with ether and the product is dried.